This data is from the Open Reaction Database (ORD), a public repository of structured organic reaction records. The task is: describe an organic reaction: reactants, conditions, products, and yield The product is Cc1ccc(-c2ccc3c(c2)-c2nc(-c4ncnn4C(C)C)sc2CCO3)cn1. As a reaction SMILES: [Br:1][c:2]1[cH:3][cH:4][c:5]2[c:6]([cH:23]1)-[c:7]1[n:8][c:9](-[c:15]3[n:16]([CH:20]([CH3:21])[CH3:22])[n:17][cH:18][n:19]3)[s:10][c:11]1[CH2:12][CH2:13][O:14]2.[CH3:24][c:25]1[cH:26][cH:27][c:28]([B:31]([OH:32])[OH:33])[cH:29][n:30]1.[O:34]=[CH:35][N:36]([CH3:37])[CH3:38]>>[c:2]1(-[c:28]2[cH:27][cH:26][c:25]([CH3:24])[n:30][cH:29]2)[cH:3][cH:4][c:5]2[c:6]([cH:23]1)-[c:7]1[n:8][c:9](-[c:15]3[n:16]([CH:20]([CH3:21])[CH3:22])[n:17][cH:18][n:19]3)[s:10][c:11]1[CH2:12][CH2:13][O:14]2. The reactants are CC(C)n1ncnc1-c1nc2c(s1)CCOc1ccc(Br)cc1-2, Cc1ccc(B(O)O)cn1, CN(C)C=O. Reactants: C(=O)(O)CC=1C=C(C=CC1[N+](=O)[O-])C(C(=O)O)C (2-(3-carboxymethyl-4-nitrophenyl)propionic acid), [OH-].[Na+] (sodium hydroxide), [H][H] (hydrogen). Product: [Na+].[Na+].NC1=C(C=C(C=C1)C(C(=O)[O-])C)CC(=O)O.NC1=C(C=C(C=C1)C(C(=O)[O-])C)CC(=O)O (2-(4-amino-3-carboxymethylphenyl)propionic acid disodium salt). As a reaction SMILES: [C:1]([CH2:4][C:5]1[CH:6]=[C:7]([CH:14]([CH3:18])[C:15]([OH:17])=[O:16])[CH:8]=[CH:9][C:10]=1[N+:11]([O-])=O)([OH:3])=[O:2].[H][H].[OH-].[Na+:22]>[Pd]>[Na+:22].[Na+:22].[NH2:11][C:10]1[CH:9]=[CH:8][C:7]([CH:14]([CH3:18])[C:15]([O-:17])=[O:16])=[CH:6][C:5]=1[CH2:4][C:1]([OH:3])=[O:2].[NH2:11][C:10]1[CH:9]=[CH:8][C:7]([CH:14]([CH3:18])[C:15]([O-:17])=[O:16])=[CH:6][C:5]=1[CH2:4][C:1]([OH:3])=[O:2] |f:2.3,5.6.7.8|. Procedure details: In 0.5N aqueous sodium hydroxide solution (0.8 mL) was dissolved 2-(3-carboxymethyl-4-nitrophenyl)propionic acid (obtained in Example 1, 50 mg, 0.2 mmol.). The solution was stirred for 18 hours at room temperature in a hydrogen gas atmosphere, after addition of 10% palladium/carbon (10 mg). Insolubles were removed by filtration, and the filtrate was concentrated under reduced pressure to give 55 mg (yield: quantitative amount) of the desired compound as a colorless oil. The reagents and catalysts are [Pd] (palladium/carbon). The reactants are Cl (HCl), COC(=O)[C@@H]1[C@H]([C@H]([C@@H](C1)C(=O)OC)CNC(C)=O)NC(=O)OC(C)(C)C ((±)-(1S,2S,3R,4R)-2-(t-Butyloxycarbonylamino)-3-(acetamidomethyl)-cyclopentane-1,4-dicarboxylic acid dimethyl ester), [OH-].[Li+] (lithium hydroxide), O (water). Solvent: CO (methanol). Yields the product C(C)(C)(C)OC(=O)N[C@@H]1[C@H](C[C@H]([C@@H]1CNC(C)=O)C(=O)O)C(=O)O ((±)-(1S,2S,3R,4R)-2-(t-Butyloxycarbonylamino)-3-(acetamidomethyl)-cyclopentane-1,4-dicarboxylic Acid). As a reaction SMILES: C[O:2][C:3]([C@H:5]1[CH2:9][C@@H:8]([C:10]([O:12]C)=[O:11])[C@H:7]([CH2:14][NH:15][C:16](=[O:18])[CH3:17])[C@@H:6]1[NH:19][C:20]([O:22][C:23]([CH3:26])([CH3:25])[CH3:24])=[O:21])=[O:4].[OH-].[Li+].O.Cl>CO>[C:23]([O:22][C:20]([NH:19][C@H:6]1[C@@H:7]([CH2:14][NH:15][C:16](=[O:18])[CH3:17])[C@H:8]([C:10]([OH:12])=[O:11])[CH2:9][C@@H:5]1[C:3]([OH:4])=[O:2])=[O:21])([CH3:24])([CH3:25])[CH3:26] |f:1.2|. Procedure: (±)-(1S,2S,3R,4R)-2-(t-Butyloxycarbonylamino)-3-(acetamidomethyl)-cyclopentane-1,4-dicarboxylic acid dimethyl ester (255 mg, 0.68 mmole) and lithium hydroxide (2.2 equivalents) in 15 mL of 4:1 methanol:water were reacted at room temperature for 2 hours. The reaction was acidified with dilute HCl and extracted with ethyl acetate (3×60 mL). The organic layers were combined, dried over Na2SO4, filtered and concentrated to provide the title compound. Reactants: ClC1=C(C(=C(C=C1)C(C(C(=O)C1CC1)=COCC)=O)SC)CSC (1-[4-chloro-3-(methylsulphenylmethyl)-2-(methylsulphenyl)phenyl]-2-ethoxymethylene-3-cyclopropylpropan-1,3-dione), Cl.NO (hydroxylamine hydrochloride), C(C)(=O)[O-].[Na+] (sodium acetate). Solvent: C(C)O (ethanol). Conditions: time 8 hour. Yields the product ClC1=C(C(=C(C(=O)C=2C=NOC2C2CC2)C=C1)SC)CSC (4-[4-chloro-2-(methylsulphenyl)-3-(methylsulphenylmethyl)benzoyl]-5-cyclopropylisoxazole). Isolated yield 21.8%. As a reaction SMILES: [Cl:1][C:2]1[CH:7]=[CH:6][C:5]([C:8](=[O:19])[C:9](=[CH:15]OCC)[C:10]([CH:12]2[CH2:14][CH2:13]2)=[O:11])=[C:4]([S:20][CH3:21])[C:3]=1[CH2:22][S:23][CH3:24].Cl.[NH2:26]O.C([O-])(=O)C.[Na+]>C(O)C>[Cl:1][C:2]1[CH:7]=[CH:6][C:5]([C:8]([C:9]2[CH:15]=[N:26][O:11][C:10]=2[CH:12]2[CH2:14][CH2:13]2)=[O:19])=[C:4]([S:20][CH3:21])[C:3]=1[CH2:22][S:23][CH3:24] |f:1.2,3.4|. Procedure: A mixture of 1-[4-chloro-3-(methylsulphenylmethyl)-2-(methylsulphenyl)phenyl]-2-ethoxymethylene-3-cyclopropylpropan-1,3-dione (2.3 g), hydroxylamine hydrochloride (0.52 g) and sodium acetate (0.46 g) in ethanol was stirred at room temperature overnight. The resulting mixture was filtered and the solid collected, washed with water and air dried to yield 4-[4-chloro-2-(methylsulphenyl)-3-(methylsulphenylmethyl)benzoyl]-5-cyclopropylisoxazole (Compound 3, 0.46 g) as a yellow solid, m.p. 79.9°-80.5°... Reactants: BrB(Br)Br, ClCCl, COc1c(N)c(F)c(F)c2c1[nH]c(=O)n2-c1ccc(Br)cc1F, Nc1c(F)c(F)c2c([nH]c(=O)n2-c2ccc(I)cc2F)c1O. Yields the product Nc1c(F)c(F)c2c([nH]c(=O)n2-c2ccc(Br)cc2F)c1O. RXN SMILES: [B:24]([Br:25])([Br:26])[Br:27].[Cl:50][CH2:51][Cl:52].[NH2:1][c:2]1[c:3]([O:22][CH3:23])[c:4]2[c:5]([n:6](-[c:10]3[c:11]([F:17])[cH:12][c:13]([Br:16])[cH:14][cH:15]3)[c:7](=[O:9])[nH:8]2)[c:18]([F:21])[c:19]1[F:20].[NH2:28][c:29]1[c:30]([F:31])[c:32]([F:33])[c:34]2[n:35](-[c:36]3[cH:37][cH:38][c:39]([I:40])[cH:41][c:42]3[F:43])[c:44](=[O:45])[nH:46][c:47]2[c:48]1[OH:49]>>[NH2:1][c:2]1[c:3]([OH:22])[c:4]2[c:5]([n:6](-[c:10]3[c:11]([F:17])[cH:12][c:13]([Br:16])[cH:14][cH:15]3)[c:7](=[O:9])[nH:8]2)[c:18]([F:21])[c:19]1[F:20]. Starting materials: C(CN(CC(=O)O)CC(=O)O)N(CC(=O)O)CC(=O)O (EDTA), C([O-])([O-])=O.[Na+].[Na+] (sodium carbonate). The reagents and catalysts are C([O-])([O-])=O.[Zr+].[NH4+] (AZC). The solvent is O (water). Conditions: temperature 100 celsius, time 6 hour. Product: C(CN(CC(=O)O)CC(=O)[O-])N(CC(=O)O)CC(=O)[O-].[Na+].[Na+] (Disodium salt of EDTA), metal oxide. RXN SMILES: [CH2:1]([N:12]([CH2:17][C:18]([OH:20])=[O:19])[CH2:13][C:14]([OH:16])=[O:15])[CH2:2][N:3]([CH2:8][C:9]([OH:11])=[O:10])[CH2:4][C:5]([OH:7])=[O:6].C(=O)([O-])[O-].[Na+:25].[Na+]>O.C(=O)([O-])[O-].[Zr+].[NH4+]>[CH2:2]([N:3]([CH2:8][C:9]([O-:11])=[O:10])[CH2:4][C:5]([OH:7])=[O:6])[CH2:1][N:12]([CH2:17][C:18]([O-:20])=[O:19])[CH2:13][C:14]([OH:16])=[O:15].[Na+:25].[Na+:25] |f:1.2.3,5.6.7,8.9.10|. Reported procedure: Ammonium zirconium carbonate (AZC) having the formula (NH4)2 [Zr(OH)2 (CO3)2 ] was dissolved in water in an amount sufficient to produce a 0.2 molar solution. With the solution at between about 50°-80° C., disodium salt of EDTA was added to the solution in an amount sufficient to produce a one to one molar ratio between disodium salt of EDTA and the AZC. Disodium salt of EDTA was prepared by reacting reagent grade EDTA obtained from Baker Chemical Co. with sodium carbonate. The resulting chelate... Starting materials: O=C(O)COC(CO)COCc1ccccc1, O=S(=O)(O)O, c1ccccc1. Reaction SMILES: [CH2:1]([c:2]1[cH:3][cH:4][cH:5][cH:6][cH:7]1)[O:8][CH2:9][CH:10]([O:11][CH2:12][C:13](=[O:14])[OH:15])[CH2:16][OH:17].[S:18](=[O:19])(=[O:20])([OH:21])[OH:22].[cH:23]1[cH:24][cH:25][cH:26][cH:27][cH:28]1>>[CH2:1]([c:2]1[cH:3][cH:4][cH:5][cH:6][cH:7]1)[O:8][CH2:9][CH:10]1[O:11][CH2:12][C:13](=[O:15])[O:17][CH2:16]1. Yields the product O=C1COC(COCc2ccccc2)CO1. The reactants are O=C1NC(=O)c2ccc(Br)cc2C1=CNc1ccc(CN2CCCC2)cc1, O=C([O-])[O-], CN(C)C=O, [Cs+], [Cs+], OB(O)c1ccco1. Product: O=C1NC(=O)c2ccc(-c3ccco3)cc2C1=CNc1ccc(CN2CCCC2)cc1. RXN SMILES: [Br:1][c:2]1[cH:3][c:4]2[c:9]([cH:10][cH:11]1)[C:8](=[O:12])[NH:7][C:6](=[O:13])[C:5]2=[CH:14][NH:15][c:16]1[cH:17][cH:18][c:19]([CH2:22][N:23]2[CH2:24][CH2:25][CH2:26][CH2:27]2)[cH:20][cH:21]1.[C:36](=[O:37])([O-:38])[O-:39].[CH3:42][N:43]([CH3:44])[CH:45]=[O:46].[Cs+:40].[Cs+:41].[o:28]1[c:29]([B:33]([OH:34])[OH:35])[cH:30][cH:31][cH:32]1>>[c:2]1(-[c:29]2[o:28][cH:32][cH:31][cH:30]2)[cH:3][c:4]2[c:9]([cH:10][cH:11]1)[C:8](=[O:12])[NH:7][C:6](=[O:13])[C:5]2=[CH:14][NH:15][c:16]1[cH:17][cH:18][c:19]([CH2:22][N:23]2[CH2:24][CH2:25][CH2:26][CH2:27]2)[cH:20][cH:21]1. Starting materials: Cl (HCl), O1CCOCC1 (1,4-dioxane), ClC=1SC=C(N1)C(=O)N1C(CN(CC1)C(=O)OC(C)(C)C)COC=1C=NC=CC1 (tert-butyl 4-(2-chlorothiazole-4-carbonyl)-3-((pyridin-3-yloxy)methyl)piperazine-1-carboxylate). Run in CO (MeOH). Run at time 8 hour. Product: Cl.Cl.ClC=1SC=C(N1)C(=O)N1C(CNCC1)COC=1C=NC=CC1 ((2-chlorothiazol-4-yl)(2-((pyridin-3-yloxy)methyl)piperazin-1-yl)methanone dihydrochloride). Yield: 99.0%. RXN SMILES: [ClH:1].O1CCOCC1.[Cl:8][C:9]1[S:10][CH:11]=[C:12]([C:14]([N:16]2[CH2:21][CH2:20][N:19](C(OC(C)(C)C)=O)[CH2:18][CH:17]2[CH2:29][O:30][C:31]2[CH:32]=[N:33][CH:34]=[CH:35][CH:36]=2)=[O:15])[N:13]=1>CO>[ClH:8].[ClH:1].[Cl:8][C:9]1[S:10][CH:11]=[C:12]([C:14]([N:16]2[CH2:21][CH2:20][NH:19][CH2:18][CH:17]2[CH2:29][O:30][C:31]2[CH:32]=[N:33][CH:34]=[CH:35][CH:36]=2)=[O:15])[N:13]=1 |f:4.5.6|. Procedure: 4 M HCl in 1,4-dioxane (6 mL, 24 mmol) was added to a solution of tert-butyl 4-(2-chlorothiazole-4-carbonyl)-3-((pyridin-3-yloxy)methyl)piperazine-1-carboxylate (36 mg, 0.083 mmol) in MeOH (1 mL). After stirring overnight, the reaction mixture was concentrated under reduced pressure, yielding 33.8 mg (99%) of the desired product as a white solid. LC-MS: RT=3.12 min, (M+H)+=338.9.